The task is: describe an organic reaction: reactants, conditions, products, and yield. This data is from the Open Reaction Database (ORD), a public repository of structured organic reaction records. Reactants: [Br-], [Br-], CCCCc1nc(=O)c2cc(C(C)=O)ccc2[nH]1, [Li]CCCC, C[P+](c1ccccc1)(c1ccccc1)c1ccccc1, C1CCOC1, [PH4+]. Product: C=C(C)c1ccc2[nH]c(CCCC)nc(=O)c2c1. As a reaction SMILES: [Br-:26].[Br-:6].[C:8]([CH3:9])(=[O:10])[c:11]1[cH:12][c:13]2[c:14](=[O:25])[n:15][c:16]([CH2:21][CH2:22][CH2:23][CH3:24])[nH:17][c:18]2[cH:19][cH:20]1.[CH2:1]([Li:2])[CH2:3][CH2:4][CH3:5].[CH3:27][P+:28]([c:29]1[cH:30][cH:31][cH:32][cH:33][cH:34]1)([c:35]1[cH:36][cH:37][cH:38][cH:39][cH:40]1)[c:41]1[cH:42][cH:43][cH:44][cH:45][cH:46]1.[O:47]1[CH2:48][CH2:49][CH2:50][CH2:51]1.[PH4+:7]>>[CH3:1][C:8](=[CH2:9])[c:11]1[cH:12][c:13]2[c:14](=[O:25])[n:15][c:16]([CH2:21][CH2:22][CH2:23][CH3:24])[nH:17][c:18]2[cH:19][cH:20]1. As a reaction SMILES: [CH3:27][CH2:28][O:29][C:30]([CH3:31])=[O:32].[F:1][c:2]1[cH:3][cH:4][c:5]([N:8]2[CH2:9][CH2:10][N:11]([C:14]([CH2:15][CH:16]3[C:17](=[O:23])[O:18][C:19]([CH3:21])([CH3:22])[O:20]3)=[O:24])[CH2:12][CH2:13]2)[cH:6][cH:7]1.[NH2:25][OH:26]>>[F:1][c:2]1[cH:3][cH:4][c:5]([N:8]2[CH2:9][CH2:10][N:11]([C:14]([CH2:15][CH:16]([C:17](=[O:18])[NH:25][OH:26])[OH:20])=[O:24])[CH2:12][CH2:13]2)[cH:6][cH:7]1. Reactants: CCOC(C)=O, CC1(C)OC(=O)C(CC(=O)N2CCN(c3ccc(F)cc3)CC2)O1, NO. Yields the product O=C(NO)C(O)CC(=O)N1CCN(c2ccc(F)cc2)CC1. Reactants: CC(C)(C)OC(=O)NC(C=O)CCCNC(=O)OCc1ccccc1, CC(=O)O[BH-](OC(C)=O)OC(C)=O, ClCCl, CC(C)C(N)c1nc2cc(Cl)ccc2c(=O)n1Cc1ccccc1, [Na+]. Reaction SMILES: [C:25]([CH3:26])([CH3:27])([CH3:28])[O:29][C:30]([NH:31][CH:32]([CH2:33][CH2:34][CH2:35][NH:36][C:37](=[O:38])[O:39][CH2:40][c:41]1[cH:42][cH:43][cH:44][cH:45][cH:46]1)[CH:47]=[O:48])=[O:49].[C:50]([O:51][BH-:52]([O:53][C:54](=[O:55])[CH3:56])[O:57][C:58](=[O:59])[CH3:60])(=[O:61])[CH3:62].[Cl:64][CH2:65][Cl:66].[NH2:1][CH:2]([CH:3]([CH3:4])[CH3:5])[c:6]1[n:7][c:8]2[cH:9][c:10]([Cl:24])[cH:11][cH:12][c:13]2[c:14](=[O:23])[n:15]1[CH2:16][c:17]1[cH:18][cH:19][cH:20][cH:21][cH:22]1.[Na+:63]>>[NH:1]([CH:2]([CH:3]([CH3:4])[CH3:5])[c:6]1[n:7][c:8]2[cH:9][c:10]([Cl:24])[cH:11][cH:12][c:13]2[c:14](=[O:23])[n:15]1[CH2:16][c:17]1[cH:18][cH:19][cH:20][cH:21][cH:22]1)[CH2:47][CH:32]([NH:31][C:30]([O:29][C:25]([CH3:26])([CH3:27])[CH3:28])=[O:49])[CH2:33][CH2:34][CH2:35][NH:36][C:37](=[O:38])[O:39][CH2:40][c:41]1[cH:42][cH:43][cH:44][cH:45][cH:46]1. Yields the product CC(C)C(NCC(CCCNC(=O)OCc1ccccc1)NC(=O)OC(C)(C)C)c1nc2cc(Cl)ccc2c(=O)n1Cc1ccccc1. The reactants are C1=CC(=CN=C1)C=O (3-pyridyl carboxaldehyde), C(C)(C)(C)OC(=O)NC(C)N (N-(tert.butoxycarbonyl)ethanediamine). Solvent: C1(=CC=CC=C1)C (toluene). Yields the product N1=CC(=CC=C1)CNC(C)NC(=O)OC(C)(C)C (N-(3-pyridylmethyl) N'-(tert.butoxycarbonyl)ethanediamine). As a reaction SMILES: [CH:1]1[CH:6]=[N:5][CH:4]=[C:3]([CH:7]=O)[CH:2]=1.[C:9]([O:13][C:14]([NH:16][CH:17]([NH2:19])[CH3:18])=[O:15])([CH3:12])([CH3:11])[CH3:10]>C1(C)C=CC=CC=1>[N:5]1[CH:6]=[CH:1][CH:2]=[C:3]([CH2:7][NH:19][CH:17]([NH:16][C:14]([O:13][C:9]([CH3:10])([CH3:12])[CH3:11])=[O:15])[CH3:18])[CH:4]=1. Procedure details: 2.92 g of 3-pyridyl carboxaldehyde are added to a solution of 4.82 g of N-(tert.butoxycarbonyl)ethanediamine in 50 ml of toluene in the presence of a dehydrating agent (4 Å molecular sieves) at about 5° C. Reactants: CC(C)(C)OC(=O)N1CC(COS(C)(=O)=O)C1, COc1ccc2c(c1)NC(=O)CC2. Product: COc1ccc2c(c1)N(CC1CN(C(=O)OC(C)(C)C)C1)C(=O)CC2. As a reaction SMILES: [C:14]([CH3:15])([CH3:16])([CH3:17])[O:18][C:19](=[O:20])[N:21]1[CH2:22][CH:23]([CH2:25][O:26][S:27]([CH3:28])(=[O:29])=[O:30])[CH2:24]1.[CH3:1][O:2][c:3]1[cH:4][cH:5][c:6]2[c:11]([cH:12]1)[NH:10][C:9](=[O:13])[CH2:8][CH2:7]2>>[CH3:1][O:2][c:3]1[cH:4][cH:5][c:6]2[c:11]([cH:12]1)[N:10]([CH2:25][CH:23]1[CH2:22][N:21]([C:19]([O:18][C:14]([CH3:15])([CH3:16])[CH3:17])=[O:20])[CH2:24]1)[C:9](=[O:13])[CH2:8][CH2:7]2. Starting materials: COc1cccc(O)c1 (substrate), Cc1ccc([Mg]Br)cc1 (effective_coupling_partner). The reagents and catalysts are PPhCy2. Conditions: temperature 90 celsius, time 15 hour. Yields the product Cc2ccc(c1cccc(O)c1)cc2. The reactants are C(C)N(C(C1=CC(=C(C=C1)F)[N+](=O)[O-])=O)CC (N,N-diethyl-4-fluoro-3-nitrobenzamide), CC(CCN)C (3-methyl-1-butanamine). Conditions: temperature 85 celsius, time 14 hour. Yields the product C(C)N(C(C1=CC(=C(C=C1)NCCC(C)C)[N+](=O)[O-])=O)CC (N,N-Diethyl-4-(isopentylamino)-3-nitrobenzamide). The yield is 103.5%. As a reaction SMILES: [CH2:1]([N:3]([CH2:16][CH3:17])[C:4](=[O:15])[C:5]1[CH:10]=[CH:9][C:8](F)=[C:7]([N+:12]([O-:14])=[O:13])[CH:6]=1)[CH3:2].[CH3:18][CH:19]([CH3:23])[CH2:20][CH2:21][NH2:22]>>[CH2:1]([N:3]([CH2:16][CH3:17])[C:4](=[O:15])[C:5]1[CH:10]=[CH:9][C:8]([NH:22][CH2:21][CH2:20][CH:19]([CH3:23])[CH3:18])=[C:7]([N+:12]([O-:14])=[O:13])[CH:6]=1)[CH3:2]. Reported procedure: Following general procedure 2B, N,N-diethyl-4-fluoro-3-nitrobenzamide (1.077 g, 4.48 mmol) and 3-methyl-1-butanamine (0.68 mL, 5.83 mmol) were stirred at 85° C. for 14 h to provide the title compound (1.425 g) as an orange oil. The crude product was used in subsequent steps. 1H-NMR (CD3OD): δ 8.22 (d, J=2.0 Hz, 1H), 7.56 (dd, J=9.2 Hz, J=2.0 Hz, 1H), 7.09 (d, J=9.2 Hz, 1H), 3.52–3.40 (br m, 6H), 1.83–1.72 (m, 1H), 1.64 (q, J=7.6 Hz, 2H), 1.23 (t, J=7.6 Hz, 6H), 1.01 (d, J=6.8 Hz, 6H). MS (ESI) (... Reactants: C(C)OC(CN1C(=NC2=C1C=C(C(=C2)Cl)Cl)CC(F)(F)F)=O ([5,6-dichloro-2-(2,2,2-trifluoro-ethyl)-benzimidazol-1-yl]-acetic acid ethyl ester), CC(C)C[AlH]CC(C)C (DiBAl—H). Solvent: C1(=CC=CC=C1)C (toluene). Run at time 1 hour. Product: ClC1=CC2=C(N(C(=N2)CC(F)(F)F)CCO)C=C1Cl (2-[5,6-Dichloro-2-(2,2,2-trifluoro-ethyl)-benzoimidazol-1-yl]-ethanol). As a reaction SMILES: C([O:3][C:4](=O)[CH2:5][N:6]1[C:10]2[CH:11]=[C:12]([Cl:16])[C:13]([Cl:15])=[CH:14][C:9]=2[N:8]=[C:7]1[CH2:17][C:18]([F:21])([F:20])[F:19])C.CC(C[AlH]CC(C)C)C>C1(C)C=CC=CC=1>[Cl:15][C:13]1[C:12]([Cl:16])=[CH:11][C:10]2[N:6]([CH2:5][CH2:4][OH:3])[C:7]([CH2:17][C:18]([F:19])([F:20])[F:21])=[N:8][C:9]=2[CH:14]=1. Procedure details: To [5,6-dichloro-2-(2,2,2-trifluoro-ethyl)-benzimidazol-1-yl]-acetic acid ethyl ester (915 mg) in toluene (20 mL) at −78° C. was added DiBAl—H (3.43 mls of 1.5 M in toluene). The resulting mixture was stirred for 1 hour. The reaction mixture was quenched with Rochelle's salt (aq), extracted with EtOAc, and dried over Na2SO4. The extracts were concentrated to a toluene solution and ethanol (10 mL) was added. To the resulting solution was added NaBH4 (533 mg). The resulting mixture was stirred for... The reactants are FC1=C(C=CC=C1)C1=NC(C(N(C2=C1C=C(C=C2)C(C)=NO)C)=O)C (5-(o-fluorophenyl)-1,3-dihydro-7-[1-(hydroxyimino)ethyl]-1,3-dimethyl-2H-1,4-benzodiazepin-2-one), [H][H] (hydrogen). Reagents/catalysts: [Ni] (Raney-nickel). Solvent: N (ammonia). Product: NC(C)C=1C=CC2=C(C(=NC(C(N2C)=O)C)C2=C(C=CC=C2)F)C1 (7-(1-aminoethyl)-5-(o-fluorophenyl)-1,3-dihydro-1,3-dimethyl-2H-1,4-benzodiazepin-2-one). RXN SMILES: [F:1][C:2]1[CH:7]=[CH:6][CH:5]=[CH:4][C:3]=1[C:8]1[C:14]2[CH:15]=[C:16]([C:19](=[N:21]O)[CH3:20])[CH:17]=[CH:18][C:13]=2[N:12]([CH3:23])[C:11](=[O:24])[CH:10]([CH3:25])[N:9]=1.[H][H]>N.[Ni]>[NH2:21][CH:19]([C:16]1[CH:17]=[CH:18][C:13]2[N:12]([CH3:23])[C:11](=[O:24])[CH:10]([CH3:25])[N:9]=[C:8]([C:3]3[CH:4]=[CH:5][CH:6]=[CH:7][C:2]=3[F:1])[C:14]=2[CH:15]=1)[CH3:20]. Procedure details: A solution of 4.1 g (12.08 mmol) of 5-(o-fluorophenyl)-1,3-dihydro-7-[1-(hydroxyimino)ethyl]-1,3-dimethyl-2H-1,4-benzodiazepin-2-one in 150 ml of 2 N methanolic ammonia is treated with 5 g of Raney-nickel paste and the suspension is stirred in a hydrogen atmosphere for 24 hours. After filtration of the catalyst and removal of the solvent in vacuo, there is obtained 7-(1-aminoethyl)-5-(o-fluorophenyl)-1,3-dihydro-1,3-dimethyl-2H-1,4-benzodiazepin-2-one as a foam of melting point 48°-50°.